Dataset: the Open Reaction Database (ORD), a public repository of structured organic reaction records. Task: describe an organic reaction: reactants, conditions, products, and yield Reactants: Cl (Hydrochloric acid), NC1=C(C(=O)N)C=C(C=C1)Br (2-Amino-5-bromo-benzamide), FC1=C(C(=O)Cl)C=CC=C1 (2-fluoro-benzoyl chloride), N1=CC=CC=C1 (Pyridine). Run in C(Cl)(Cl)Cl (chloroform). Reaction conditions: temperature 0 celsius, time 1 hour. The product is FC1=C(C(=O)C2=C(C(=O)N)C=C(C=C2N)Br)C=CC=C1 (2-(2-fluorobenzoyl)-amino-5-bromo-benzamide). The yield is 57.4%. As a reaction SMILES: N[C:2]1[CH:10]=[CH:9][C:8]([Br:11])=[CH:7][C:3]=1[C:4]([NH2:6])=[O:5].[N:12]1C=CC=CC=1.[F:18][C:19]1[CH:27]=[CH:26][CH:25]=[CH:24][C:20]=1[C:21](Cl)=[O:22].Cl>C(Cl)(Cl)Cl>[F:18][C:19]1[CH:27]=[CH:26][CH:25]=[CH:24][C:20]=1[C:21]([C:2]1[C:10]([NH2:12])=[CH:9][C:8]([Br:11])=[CH:7][C:3]=1[C:4]([NH2:6])=[O:5])=[O:22]. Reported procedure: 2-Amino-5-bromo-benzamide (2 g, 9.3 mmol) was dissolved in chloroform (40 ml) in a 50 ml round bottomed flask and cooled to 0° C. Pyridine (0.8 ml, 9.3 mmol) was added followed by 2-fluoro-benzoyl chloride (1.3 ml, 10 mmol) and the mixture was magnetically stirred for 1 hr at this temperature. 10% Hydrochloric acid (50 ml) was added and the precipitated solid was filtered, washed with water and dried to yield pure title compound (1.8 g, 57%). The reactants are O=S(C1=CC=C(N2N=C(C(F)(F)F)C=C2C3=CC=C(C)C=C3)C=C1)(N)=O, OB(O)C1=CC=C(C(F)(F)F)C=C1. The reagents and catalysts are [F-].[Cs+], CC(=O)[O-].CC(=O)[O-].[Cu+2]. The solvent is ClCCCl, ClCCCl. Reaction conditions: temperature 60 celsius, time 18 hour. Product: O=S(C1=CC=C(C=C1)N2N=C(C=C2C3=CC=C(C=C3)C)C(F)(F)F)(NC4=CC=C(C(F)(F)F)C=C4)=O, O=S(C1=CC=C(C=C1)N2N=C(C=C2C3=CC=C(C=C3)C)C(F)(F)F)(N(C4=CC=C(C(F)(F)F)C=C4)C5=CC=C(C(F)(F)F)C=C5)=O. Isolated yield 10.6%. Procedure: Reactions were run in 8 x 30 mm glass vial inserts in 96 well-plate Para-dox Aluminum Reaction Blocks. The reaction components were dosed according to the design shown in Figure S2 and Figure S3. First, the catalysts (2 umol per vial) and solid bases (20 umol per vial) were added by dosing 50 uL each of a stock solution in 1,2-dichloroethane (40 mM for catalysts, 0.4 M for bases) via single-channel pipette. The 1,2-dichloroethane was then removed via centrifugal evaporation using a Genevac EZ-2 ... Reactants: CC1=C(C=C(C=C1)S(=O)(=O)NC)C#CCOCCN1C=NC=2C(=NC=3C=CC=CC3C21)NC(OCC2=CC=CC=C2)=O (benzyl N-(1-{2-[(3-{2-methyl-5-[(methylamino)sulfonyl]phenyl}-2-propynyl)oxy]ethyl}-1H-imidazo[4,5-c]quinolin-4-yl)carbamate), alkyne. Reagents/catalysts: [Pt] (Platinum on carbon). Solvent: CO (methanol). Conditions: time 16 hour. Yields the product CNS(=O)(=O)C1=CC(=C(C=C1)C)CCCOCCN1C=NC=2C(=NC=3C=CC=CC3C21)N (N1,4-dimethyl-3-{3-[2-(4-amino-1H imidazo[4,5-c]quinolin-1-yl)ethoxy]propyl}-1-benzensulfonamide). The yield is 47.6%. RXN SMILES: [CH3:1][C:2]1[CH:7]=[CH:6][C:5]([S:8]([NH:11][CH3:12])(=[O:10])=[O:9])=[CH:4][C:3]=1[C:13]#[C:14][CH2:15][O:16][CH2:17][CH2:18][N:19]1[C:31]2[C:30]3[CH:29]=[CH:28][CH:27]=[CH:26][C:25]=3[N:24]=[C:23]([NH:32]C(=O)OCC3C=CC=CC=3)[C:22]=2[N:21]=[CH:20]1>[Pt].CO>[CH3:12][NH:11][S:8]([C:5]1[CH:6]=[CH:7][C:2]([CH3:1])=[C:3]([CH2:13][CH2:14][CH2:15][O:16][CH2:17][CH2:18][N:19]2[C:31]3[C:30]4[CH:29]=[CH:28][CH:27]=[CH:26][C:25]=4[N:24]=[C:23]([NH2:32])[C:22]=3[N:21]=[CH:20]2)[CH:4]=1)(=[O:10])=[O:9]. Procedure details: Platinum on carbon (0.08 g of 10%) was added to a mixture of benzyl N-(1-{2-[(3-{2-methyl-5-[(methylamino)sulfonyl]phenyl}-2-propynyl)oxy]ethyl}-1H-imidazo[4,5-c]quinolin-4-yl)carbamate (0.3 g, 0.51 mmol) and methanol (10 mL). The mixture was hydrogenated on a Parr apparatus at 40 psi (2.8 Kg/cm2) for 16 hours. Analysis by LC-MS indicated alkyne reduction but no phenoxycarbonyl removal. Palladium on carbon (0.1 g of 10%) was added and the reaction mixture was hydrogenated at 40 psi (2.8 Kg/cm2) ... Starting materials: O1CCOC12CCC(CC2)N2C=1N(C(=C(C2=O)CC2=CC(=C(C=C2)C=2C(=CC=CC2)C#N)C)CCC)N=CC1 (4′-{[4-(1,4-dioxaspiro[4.5]dec-8-yl)-5-oxo-7-propyl-4,5-dihydropyrazolo[1,5-a]pyrimidin-6-yl]methyl}-2′-methylbiphenyl-2-carbonitrile), Cl (hydrochloric acid), [OH-].[Na+] (sodium hydroxide). Solvent: C(C)(=O)OCC (ethyl acetate), O1CCCC1 (tetrahydrofuran). Conditions: temperature 60 celsius, time 12 hour. The product is O[C@@H]1CC[C@H](CC1)N1C=2N(C(=C(C1=O)CC1=CC(=C(C=C1)C=1C(=CC=CC1)C#N)C)CCC)N=CC2 (4′-{[4-(trans-4-hydroxycyclohexyl)-5-oxo-7-propyl-4,5-dihydropyrazolo[1,5-a]pyrimidin-6-yl]methyl}-2′-methylbiphenyl-2-carbonitrile). Isolated yield 95.7%. Reaction SMILES: O1[C:5]2([CH2:10][CH2:9][CH:8]([N:11]3[C:16](=[O:17])[C:15]([CH2:18][C:19]4[CH:24]=[CH:23][C:22]([C:25]5[C:26]([C:31]#[N:32])=[CH:27][CH:28]=[CH:29][CH:30]=5)=[C:21]([CH3:33])[CH:20]=4)=[C:14]([CH2:34][CH2:35][CH3:36])[N:13]4[N:37]=[CH:38][CH:39]=[C:12]34)[CH2:7][CH2:6]2)[O:4]CC1.Cl.[OH-].[Na+]>O1CCCC1.C(OCC)(=O)C>[OH:4][C@H:5]1[CH2:6][CH2:7][C@H:8]([N:11]2[C:16](=[O:17])[C:15]([CH2:18][C:19]3[CH:24]=[CH:23][C:22]([C:25]4[C:26]([C:31]#[N:32])=[CH:27][CH:28]=[CH:29][CH:30]=4)=[C:21]([CH3:33])[CH:20]=3)=[C:14]([CH2:34][CH2:35][CH3:36])[N:13]3[N:37]=[CH:38][CH:39]=[C:12]23)[CH2:9][CH2:10]1 |f:2.3|. Procedure details: To a solution of 4′-{[4-(1,4-dioxaspiro[4.5]dec-8-yl)-5-oxo-7-propyl-4,5-dihydropyrazolo[1,5-a]pyrimidin-6-yl]methyl}-2′-methylbiphenyl-2-carbonitrile (1.0 g) in tetrahydrofuran (10 mL) was added 3M hydrochloric acid (10 mL), and the mixture was stirred at 60° C. for 12 hr. The mixture was allowed to cool, and diluted with ethyl acetate, and the mixture was neutralized with 1 M aqueous sodium hydroxide solution. The mixture was extracted with ethyl acetate, and the organic layer was washed with ... Starting materials: ClC=1C=C(C=CC1C)I (3-chloro-4-methyliodobenzene), BrN1C(CCC1=O)=O (N-bromosuccinimide). Reagents/catalysts: C(C1=CC=CC=C1)(=O)OOC(C1=CC=CC=C1)=O (benzoyl peroxide). Solvent: C(Cl)(Cl)(Cl)Cl (carbon tetrachloride). Product: BrCC1=C(C=C(C=C1)I)Cl (4-bromomethyl-3-chloroiodobenzene). The yield is 93.1%. RXN SMILES: [Cl:1][C:2]1[CH:3]=[C:4]([I:9])[CH:5]=[CH:6][C:7]=1[CH3:8].[Br:10]N1C(=O)CCC1=O>C(OOC(=O)C1C=CC=CC=1)(=O)C1C=CC=CC=1.C(Cl)(Cl)(Cl)Cl>[Br:10][CH2:8][C:7]1[CH:6]=[CH:5][C:4]([I:9])=[CH:3][C:2]=1[Cl:1]. Procedure: A mixture of 3-chloro-4-methyliodobenzene (9.0 g), N-bromosuccinimide (8.5 g), benzoyl peroxide (0.3 g) and carbon tetrachloride (80 ml) was stirred and heated to reflux for 3 hours. The mixture was cooled to ambient temperature and filtered. The filtrate was evaporated to give 4-bromomethyl-3-chloroiodobenzene (11 g) which was used without further purification.